This data is from the Open Reaction Database (ORD), a public repository of structured organic reaction records. The task is: describe an organic reaction: reactants, conditions, products, and yield Starting materials: C(C)C1=C(C(=CC(=C1)C)CC)C(C(=O)NN=CC1=CC=CC=C1)=O (1-[2-(2,6-diethyl-4-methylphenyl)-2-oxoacetyl]-2-(phenylmethylidene)hydrazine), C(C(C)C)C(=O)C (methyl isobutyl ketone), C([O-])([O-])=O.[K+].[K+] (potassium carbonate), S(=O)(=O)(OC)OC (dimethyl sulfate). Reported procedure: To a 100 mL volume three-necked flask, 5.0 g of 1-[2-(2,6-diethyl-4-methylphenyl)-2-oxoacetyl]-2-(phenylmethylidene)hydrazine ((40-a)-(14)-6), 31 ml of methyl isobutyl ketone, 6.43 g of potassium carbonate and 1.75 ml of dimethyl sulfate were added and the mixture was stirred at room temperature for 7.5 hours. Water was added to the reaction mixture, the organic layer was removed and then the aqueous layer was extracted with 31 ml of methyl isobutyl ketone. The organic layers were combined, drie... Reaction conditions: time 7.5 hour. Run in O (Water). Reaction SMILES: [CH2:1]([C:3]1[CH:8]=[C:7]([CH3:9])[CH:6]=[C:5]([CH2:10][CH3:11])[C:4]=1[C:12](=[O:24])[C:13]([NH:15][N:16]=[CH:17][C:18]1[CH:23]=[CH:22][CH:21]=[CH:20][CH:19]=1)=[O:14])[CH3:2].[CH2:25](C(C)=O)C(C)C.[C:32](=O)([O-])[O-].[K+].[K+].S(OC)(OC)(=O)=O>O>[CH2:1]([C:3]1[CH:8]=[C:7]([CH3:9])[CH:6]=[C:5]([CH2:10][CH3:11])[C:4]=1[C:12](=[O:24])[C:13]([N:15]([CH3:25])[N:16]=[CH:17][C:18]1[CH:19]=[CH:20][CH:21]=[CH:22][CH:23]=1)=[O:14])[CH3:2].[CH2:1]([C:3]1[CH:8]=[C:7]([CH3:9])[CH:6]=[C:5]([CH2:10][CH3:11])[C:4]=1[C:12](=[O:24])[C:13](=[N:15][N:16]=[CH:17][C:18]1[CH:19]=[CH:20][CH:21]=[CH:22][CH:23]=1)[O:14][CH3:32])[CH3:2] |f:2.3.4|. Product: C(C)C1=C(C(=CC(=C1)C)CC)C(C(=O)N(N=CC1=CC=CC=C1)C)=O (1-[2-(2,6-diethyl-4-methylphenyl)-2-oxoacetyl]-1-methyl-2-(phenylmethylidene)hydrazine), C(C)C1=C(C(=CC(=C1)C)CC)C(C(OC)=NN=CC1=CC=CC=C1)=O (methyl 2-(2,6-diethyl-4-methylphenyl)-2-oxo-N-(phenylmethylidene)ethanehydrazonate). The reactants are C(C)(C)C1=CC=C(CNC(=O)[C@@H]2N(CCN(C2)C(N)=S)S(=O)(=O)C2=CC=C(C=C2)C(F)(F)F)C=C1 ((R)-4-thiocarbamoyl-1-(4-trifluoromethyl-benzenesulfonyl)-piperazine-2-carboxylic acid 4-isopropyl-benzylamide), C(C)(C)(C)OC(C(C(C)=O)Br)=O (2-bromo-3-oxobutyric acid tert-butyl ester). Run in C(C)#N (acetonitrile). Reaction conditions: temperature 80 celsius, time 20 minute. Product: C(C)(C)(C)OC(=O)C1=C(N=C(S1)N1C[C@@H](N(CC1)S(=O)(=O)C1=CC=C(C=C1)C(F)(F)F)C(NCC1=CC=C(C=C1)C(C)C)=O)C (2-[(R)-3-(4-isopropyl-benzylcarbamoyl)-4-(4-trifluoromethyl-benzenesulfonyl)-piperazin-1-yl]-4-methyl-thiazole-5-carboxylic acid tert-butyl ester). The yield is 85.0%. RXN SMILES: [CH:1]([C:4]1[CH:35]=[CH:34][C:7]([CH2:8][NH:9][C:10]([C@H:12]2[CH2:17][N:16]([C:18](=[S:20])[NH2:19])[CH2:15][CH2:14][N:13]2[S:21]([C:24]2[CH:29]=[CH:28][C:27]([C:30]([F:33])([F:32])[F:31])=[CH:26][CH:25]=2)(=[O:23])=[O:22])=[O:11])=[CH:6][CH:5]=1)([CH3:3])[CH3:2].[C:36]([O:40][C:41](=[O:47])[CH:42](Br)[C:43](=O)[CH3:44])([CH3:39])([CH3:38])[CH3:37]>C(#N)C>[C:36]([O:40][C:41]([C:42]1[S:20][C:18]([N:16]2[CH2:15][CH2:14][N:13]([S:21]([C:24]3[CH:25]=[CH:26][C:27]([C:30]([F:31])([F:33])[F:32])=[CH:28][CH:29]=3)(=[O:22])=[O:23])[C@@H:12]([C:10](=[O:11])[NH:9][CH2:8][C:7]3[CH:6]=[CH:5][C:4]([CH:1]([CH3:3])[CH3:2])=[CH:35][CH:34]=3)[CH2:17]2)=[N:19][C:43]=1[CH3:44])=[O:47])([CH3:39])([CH3:38])[CH3:37]. Procedure details: A mixture of the compound (250 mg) obtained in Example 4 and 2-bromo-3-oxobutyric acid tert-butyl ester (168 mg) in acetonitrile (1.25 ml) was stirred at 80° C. for 20 min. The reaction mixture was concentrated under reduced pressure, and the residue was purified by thin layer chromatography (ethyl acetate:n-hexane=2:3) to give the title compound (268 mg). Reactants: B(OC)(OC)OC (Trimethyl borate), Cl (HCl), BrC=1C=C(C(O)=CC1)O (4-Bromocatechol), [Li]CCCC (n-BuLi). Run in C1CCOC1 (THF), C1CCOC1 (THF). Run at time 2 hour. Yields the product OC=1C=C(C=CC1O)B(O)O (3,4-dihydroxyphenylboronic acid). Yield: 63.4%. As a reaction SMILES: Br[C:2]1[CH:3]=[C:4]([OH:9])[C:5](=[CH:7][CH:8]=1)[OH:6].[Li]CCCC.[B:15](OC)([O:18]C)[O:16]C.Cl>C1COCC1>[OH:9][C:4]1[CH:3]=[C:2]([B:15]([OH:18])[OH:16])[CH:8]=[CH:7][C:5]=1[OH:6]. Reported procedure: 4-Bromocatechol (T-1) (18.8 g; made by Tokyo Chemical Industry Co., Ltd.) was dissolved in dry THF (200 ml), which was cooled to −70° C. n-BuLi (72 ml) was added under an atmosphere of nitrogen and the stirring was continued at −70° C. for 2 hours. Trimethyl borate (15.6 g) in a THF solution was then slowly added dropwise at −70° C., and the mixture was warmed to room temperature and stirred for 16 hours. After the completion of the reaction, 2N HCl (100 ml) was added and the mixture was extract...